This data is from the Open Reaction Database (ORD), a public repository of structured organic reaction records. The task is: describe an organic reaction: reactants, conditions, products, and yield Reactants: ClC1=C(CO)C(=CC(=C1)OCC)F (2-chloro-6-fluoro-4-ethoxy-benzylalcohol), C(C)(C)(C)OC(=O)N1C[C@H](N(CC1)C(=O)Cl)CC ((R)-4-chlorocarbonyl-3-ethyl-piperazine-1-carboxylic acid tert-butyl ester). Product: ClC1=C(COC(=O)N2[C@@H](CN(CC2)C(=O)OC(C)(C)C)CC)C(=CC(=C1)OCC)F ((R)-2-Ethyl-piperazine-1,4-dicarboxylic acid 4-tert-butyl ester 1-(2-chloro-6-fluoro-4-ethoxy-benzyl) ester). The yield is 94.0%. RXN SMILES: [Cl:1][C:2]1[CH:9]=[C:8]([O:10][CH2:11][CH3:12])[CH:7]=[C:6]([F:13])[C:3]=1[CH2:4][OH:5].[C:14]([O:18][C:19]([N:21]1[CH2:26][CH2:25][N:24]([C:27](Cl)=[O:28])[C@H:23]([CH2:30][CH3:31])[CH2:22]1)=[O:20])([CH3:17])([CH3:16])[CH3:15]>>[Cl:1][C:2]1[CH:9]=[C:8]([O:10][CH2:11][CH3:12])[CH:7]=[C:6]([F:13])[C:3]=1[CH2:4][O:5][C:27]([N:24]1[CH2:25][CH2:26][N:21]([C:19]([O:18][C:14]([CH3:16])([CH3:15])[CH3:17])=[O:20])[CH2:22][C@H:23]1[CH2:30][CH3:31])=[O:28]. Procedure: This compound was prepared from 2-chloro-6-fluoro-4-ethoxy-benzylalcohol and (R)-4-chlorocarbonyl-3-ethyl-piperazine-1-carboxylic acid tert-butyl ester according to the procedure described in Example 179 to give the product as a colorless oil (418 mg; 94%); MS (ISP): 462.4 (M+NH4)+. Starting materials: C1=CC=CC=2C3=CC=CC=C3C(C12)COC(NC1=CC=C(C=C1)SC1=C(C=C(C=C1)C(=O)Cl)[N+](=O)[O-])=O ([4-(4-Chlorocarbonyl-2-nitro-phenylsulfanyl)-phenyl]-carbamic acid 9H-fluoren-9-ylmethyl ester), Cl.NC1=CC(=NS1)C (5-amino-3-methylisothiazole hydrochloride), C(C)(C)N(CC)C(C)C (diisopropylethylamine). Solvent: O1CCCC1 (tetrahydrofuran), C(C)(=O)OCC (ethyl acetate). Run at time 18 hour. Yields the product C1=CC=CC=2C3=CC=CC=C3C(C12)COC(NC1=CC=C(C=C1)SC1=C(C=C(C=C1)C(NC1=CC(=NS1)C)=O)[N+](=O)[O-])=O (4-[4-(3-Methyl-isothiazol-5-ylcarbamoyl)-2-nitro-phenylsulfanyl]-phenyl-carbamic acid 9H-fluoren-9-ylmethyl ester). Yield: 60.8%. Reaction SMILES: [CH:1]1[C:13]2[CH:12]([CH2:14][O:15][C:16](=[O:37])[NH:17][C:18]3[CH:23]=[CH:22][C:21]([S:24][C:25]4[CH:30]=[CH:29][C:28]([C:31](Cl)=[O:32])=[CH:27][C:26]=4[N+:34]([O-:36])=[O:35])=[CH:20][CH:19]=3)[C:11]3[C:6](=[CH:7][CH:8]=[CH:9][CH:10]=3)[C:5]=2[CH:4]=[CH:3][CH:2]=1.Cl.[NH2:39][C:40]1[S:44][N:43]=[C:42]([CH3:45])[CH:41]=1.C(N(C(C)C)CC)(C)C>O1CCCC1.C(OCC)(=O)C>[CH:1]1[C:13]2[CH:12]([CH2:14][O:15][C:16](=[O:37])[NH:17][C:18]3[CH:23]=[CH:22][C:21]([S:24][C:25]4[CH:30]=[CH:29][C:28]([C:31](=[O:32])[NH:39][C:40]5[S:44][N:43]=[C:42]([CH3:45])[CH:41]=5)=[CH:27][C:26]=4[N+:34]([O-:36])=[O:35])=[CH:20][CH:19]=3)[C:11]3[C:6](=[CH:7][CH:8]=[CH:9][CH:10]=3)[C:5]=2[CH:4]=[CH:3][CH:2]=1 |f:1.2|. Reported procedure: A solution of the product of Example 19C (290 mg, 0.546 mmol) in anhydrous tetrahydrofuran (5 mL) was treated with 5-amino-3-methylisothiazole hydrochloride (90.5 mg, 0.6008 mmol) and diisopropylethylamine (0.238 mL, 1.365 mmol), and stirred at room temperature under a nitrogen atmosphere for 18 hours. The reaction was diluted with ethyl acetate (100 mL) and washed with saturated aqueous sodium bicarbonate (25 mL), water (2×25 mL), and brine (25 mL). The organic phase was dried over anhydrous so... Reactants: OC1=CC=C(C=C1)C(C)(C1=CC=C(C=C1)O)C1=CC=C(C=C1)O (1,1,1-tris(4-hydroxyphenyl)ethane), O1CCCC=C1 (2,3-dihydropyran). The reagents and catalysts are FC(C(=O)O)(F)F (trifluoroacetic acid). Solvent: C(C)(=O)OCC (ethyl acetate). Conditions: time 8 hour. Product: O1C(CCCC1)OC1=CC=C(C=C1)C(C)(C1=CC=C(C=C1)OC1OCCCC1)C1=CC=C(C=C1)OC1OCCCC1 (1,1,1-Tris(4-tetrahydropyranyloxyphenyl)ethane). Yield: 77.0%. As a reaction SMILES: [OH:1][C:2]1[CH:7]=[CH:6][C:5]([C:8]([C:17]2[CH:22]=[CH:21][C:20]([OH:23])=[CH:19][CH:18]=2)([C:10]2[CH:15]=[CH:14][C:13]([OH:16])=[CH:12][CH:11]=2)[CH3:9])=[CH:4][CH:3]=1.[O:24]1[CH:29]=[CH:28][CH2:27][CH2:26][CH2:25]1>C(OCC)(=O)C.FC(F)(F)C(O)=O>[O:24]1[CH2:25][CH2:26][CH2:27][CH2:28][CH:29]1[O:1][C:2]1[CH:7]=[CH:6][C:5]([C:8]([C:10]2[CH:15]=[CH:14][C:13]([O:16][CH:25]3[CH2:26][CH2:27][CH2:28][CH2:29][O:24]3)=[CH:12][CH:11]=2)([C:17]2[CH:18]=[CH:19][C:20]([O:23][CH:29]3[CH2:28][CH2:27][CH2:26][CH2:25][O:24]3)=[CH:21][CH:22]=2)[CH3:9])=[CH:4][CH:3]=1. Procedure: 2.53 g (8.26 mmol) of 1,1,1-tris(4-hydroxyphenyl)ethane was dissolved in 20 mL of ethyl acetate in a round bottom flask. 8 mL of 2,3-dihydropyran and 8 drops of trifluoroacetic acid were added to the mixture. After stirring overnight, a white precipitate had formed in the flask. This precipitate was collected by filtration and dissolved in 20 mL of dichloromethane to which was added 8 mL of 2,3-dihydropyran and 6 drops of trifluoroacetic acid. After stiffing for two days, 20 mL of 0.261 N TMAH w... The reactants are C(=NC1CCCCC1)=NC1CCCCC1, CON=C(C(=O)O)c1nsc(N)n1, CN(C)C=O, On1nnc2ccccc21. Yields the product CON=C(C(=O)On1nnc2ccccc21)c1nsc(N)n1. RXN SMILES: [CH:11]1([N:12]=[C:13]=[N:14][CH:15]2[CH2:16][CH2:17][CH2:18][CH2:19][CH2:20]2)[CH2:21][CH2:22][CH2:23][CH2:24][CH2:25]1.[NH2:26][c:27]1[n:28][c:29]([C:32]([C:33](=[O:34])[OH:35])=[N:36][O:37][CH3:38])[n:30][s:31]1.[O:39]=[CH:40][N:41]([CH3:42])[CH3:43].[OH:1][n:2]1[n:3][n:4][c:5]2[c:6]1[cH:7][cH:8][cH:9][cH:10]2>>[O:1]([n:2]1[n:3][n:4][c:5]2[c:6]1[cH:7][cH:8][cH:9][cH:10]2)[C:33]([C:32]([c:29]1[n:28][c:27]([NH2:26])[s:31][n:30]1)=[N:36][O:37][CH3:38])=[O:34].